Dataset: the Open Reaction Database (ORD), a public repository of structured organic reaction records. Task: describe an organic reaction: reactants, conditions, products, and yield Reactants: [N+](=O)([O-])[O-].[Ce+4].[NH4+].[N+](=O)([O-])[O-].[N+](=O)([O-])[O-].[N+](=O)([O-])[O-].[N+](=O)([O-])[O-] (Ammonium cerium (IV) nitrate), C(C1=CC=CC=C1)N1C(=C(C2=NC=CC(=C21)N2CC1=CC=CC=C1CC2)C)C (1-benzyl-7-(1,2,3,4-tetrahydroisoquinolin-2-yl)-2,3-dimethyl-1H-pyrrolo[3,2-b]pyridine). The solvent is C(C)(=O)O (acetic acid), O (water). Run at temperature 55 celsius, time 4 hour. Yields the product C(C1=CC=CC=C1)N1C(=C(C2=NC=CC(=C21)N2CC1=CC=CC=C1CC2)CO)C (1-benzyl-7-(1,2,3,4-tetrahydroisoquinolin-2-yl)-3-hydroxymethyl-2-methyl-1H-pyrrolo[3,2-b]pyridine). RXN SMILES: [N+]([O-])([O-])=O.[Ce+4].[NH4+].[N+]([O-])([O-])=O.[N+]([O-])([O-])=O.[N+]([O-])([O-])=O.[N+]([O-])([O-])=[O:20].[CH2:23]([N:30]1[C:38]2[C:33](=[N:34][CH:35]=[CH:36][C:37]=2[N:39]2[CH2:48][CH2:47][C:46]3[C:41](=[CH:42][CH:43]=[CH:44][CH:45]=3)[CH2:40]2)[C:32]([CH3:49])=[C:31]1[CH3:50])[C:24]1[CH:29]=[CH:28][CH:27]=[CH:26][CH:25]=1>C(O)(=O)C.O>[CH2:23]([N:30]1[C:38]2[C:33](=[N:34][CH:35]=[CH:36][C:37]=2[N:39]2[CH2:48][CH2:47][C:46]3[C:41](=[CH:42][CH:43]=[CH:44][CH:45]=3)[CH2:40]2)[C:32]([CH2:49][OH:20])=[C:31]1[CH3:50])[C:24]1[CH:25]=[CH:26][CH:27]=[CH:28][CH:29]=1 |f:0.1.2.3.4.5.6|. Procedure: The compound prepared in Example 6 (501.1 mg, 1.23 mmol) was treated with a saturated sodium bicarbonate solution to obtain 1-benzyl-7-(1,2,3,4-tetrahydroisoquinolin-2-yl)-2,3-dimethyl-1H-pyrrolo[3,2-b]pyridine (433.6 mg, 1.18 mmol). Ammonium cerium (IV) nitrate (1.94 g, 3.54 mmol) was added at room temperature to a solution of 1-benzyl-7-(1,2,3,4-tetrahydroisoquinolin-2-yl)-2,3-dimethyl-1H-pyrrolo[3,2-b]pyridine (433.6 mg, 1.18 mmol) in acetic acid (10 ml). The reaction mixture was stirred for ... Starting materials: P(O)(O)(O)=O (orthophosphoric acid), CC(C)(C)[O-].[K+] (potassium tert-butylate), C1(=CC=CC=C1)C=1C=CC=C(C1C(=O)O)S (6-phenylthiosalicylic acid), CS(=O)C (dimethyl sulfoxide), COC1=NC(=NC(=C1)OC)S(=O)(=O)C (4,6-dimethoxy-2-methylsulfonylpyrimidine). Solvent: CCOCC (ether), O (water). Conditions: temperature 35 celsius, time 1 hour. Yields the product COC1=NC(=NC(=C1)OC)OC1=C(C(=S)O)C(=CC=C1)C1=CC=CC=C1 (2-(4,6-Dimethoxypyrimidin-2-yloxy)-6-phenylthiobenzoic aicd). Reaction SMILES: [CH3:1][C:2]([O-:5])(C)[CH3:3].[K+].[C:7]1([C:13]2[CH:14]=[CH:15][CH:16]=[C:17](S)[C:18]=2C(O)=O)[CH:12]=[CH:11]C=CC=1.[CH3:23][O:24][C:25]1[CH:30]=[C:29]([O:31][CH3:32])[N:28]=[C:27](S(C)(=O)=O)[N:26]=1.P(=O)(O)(O)[OH:38].C[S:43]([CH3:45])=O>CCOCC.O>[CH3:32][O:31][C:29]1[CH:30]=[C:25]([O:24][CH3:23])[N:26]=[C:27]([O:5][C:2]2[CH:3]=[CH:11][CH:12]=[C:7]([C:13]3[CH:18]=[CH:17][CH:16]=[CH:15][CH:14]=3)[C:1]=2[C:45]([OH:38])=[S:43])[N:28]=1 |f:0.1|. Procedure details: 0.55 g (4.9 mmol) of potassium tert-butylate is added a little at a time to a solution of 0.6 g (2.4 mmol) of 6-phenylthiosalicylic acid in 8 ml of dimethyl sulfoxide, the temperature increasing to 35° C. The mixture is cooled to room temperature, after which 0.53 g (2.4 mmol) of 4,6-dimethoxy-2-methylsulfonylpyrimidine is added and stirring is carried out for one hour at room temperature. The content of the flask is poured onto a mixture of 100 ml of cold water, 1 ml of orthophosphoric acid and... The reactants are O=C([O-])[O-], CCO, C[Si](C)(C)CCOCn1nc(I)c2cnc(Oc3ccc(F)cc3F)nc21, [K+], [K+], C1COCCO1, O, Cc1cc(O)ccc1B(O)O, c1ccc(P(c2ccccc2)(c2ccccc2)[Pd](P(c2ccccc2)(c2ccccc2)c2ccccc2)(P(c2ccccc2)(c2ccccc2)c2ccccc2)P(c2ccccc2)(c2ccccc2)c2ccccc2)cc1. Yields the product Cc1cc(O)ccc1-c1nn(COCC[Si](C)(C)C)c2nc(Oc3ccc(F)cc3F)ncc12. RXN SMILES: [C:39](=[O:40])([O-:41])[O-:42].[CH3:51][CH2:52][OH:53].[F:1][c:2]1[c:3]([O:4][c:5]2[n:6][cH:7][c:8]3[c:9]([n:10]2)[n:11]([CH2:15][O:16][CH2:17][CH2:18][Si:19]([CH3:20])([CH3:21])[CH3:22])[n:12][c:13]3[I:14])[cH:23][cH:24][c:25]([F:27])[cH:26]1.[K+:43].[K+:44].[O:45]1[CH2:46][CH2:47][O:48][CH2:49][CH2:50]1.[OH2:54].[OH:28][c:29]1[cH:30][c:31]([CH3:38])[c:32]([B:35]([OH:36])[OH:37])[cH:33][cH:34]1.[cH:55]1[cH:56][cH:57][c:58]([P:59]([Pd:60]([P:61]([c:62]2[cH:63][cH:64][cH:65][cH:66][cH:67]2)([c:68]2[cH:69][cH:70][cH:71][cH:72][cH:73]2)[c:74]2[cH:75][cH:76][cH:77][cH:78][cH:79]2)([P:80]([c:81]2[cH:82][cH:83][cH:84][cH:85][cH:86]2)([c:87]2[cH:88][cH:89][cH:90][cH:91][cH:92]2)[c:93]2[cH:94][cH:95][cH:96][cH:97][cH:98]2)[P:99]([c:100]2[cH:101][cH:102][cH:103][cH:104][cH:105]2)([c:106]2[cH:107][cH:108][cH:109][cH:110][cH:111]2)[c:112]2[cH:113][cH:114][cH:115][cH:116][cH:117]2)([c:118]2[cH:119][cH:120][cH:121][cH:122][cH:123]2)[c:124]2[cH:125][cH:126][cH:127][cH:128][cH:129]2)[cH:130][cH:131]1>>[F:1][c:2]1[c:3]([O:4][c:5]2[n:6][cH:7][c:8]3[c:9]([n:10]2)[n:11]([CH2:15][O:16][CH2:17][CH2:18][Si:19]([CH3:20])([CH3:21])[CH3:22])[n:12][c:13]3-[c:32]2[c:31]([CH3:38])[cH:30][c:29]([OH:28])[cH:34][cH:33]2)[cH:23][cH:24][c:25]([F:27])[cH:26]1.